This data is from the Open Reaction Database (ORD), a public repository of structured organic reaction records. The task is: describe an organic reaction: reactants, conditions, products, and yield Reactants: C(CCC)O (1-butanol), C(=O)(O)\C=C\1/CN(CCC1O)C(C=1C(C(C=CC1)=C=O)F)C1CC1 ((E)-3-carboxymethylidene-1-(α-cyclopropyl-carbonyl-2-fluorobenzyl)-4-hydroxypiperidine), Cl (Hydrogen chloride). Solvent: C1=CC=CC=C1 (benzene). Run at time 2 hour. Product: C(CCC)OC(=O)\C=C\1/CN(CCC1O)C(C1=C(C=CC=C1)F)C(=O)C1CC1 ((E)-3-Butoxycarbonylmethylidene-1-(α-Cyclopropylcarbonyl-2-Fluorobenzyl)-4-Hydroxypiperidine). Isolated yield 73.7%. RXN SMILES: [CH2:1]([OH:5])[CH2:2][CH2:3][CH3:4].[C:6](/[CH:9]=[C:10]1\[CH2:11][N:12]([CH:17](C2CC2)[C:18]2[CH:19]([F:26])[C:20](=C=O)[CH:21]=[CH:22][CH:23]=2)[CH2:13][CH2:14][CH:15]\1[OH:16])([OH:8])=[O:7].Cl>C1C=CC=CC=1>[CH2:1]([O:8][C:6](/[CH:9]=[C:10]1\[CH2:11][N:12]([CH:17]([C:1]([CH:2]2[CH2:4][CH2:3]2)=[O:5])[C:18]2[CH:23]=[CH:22][CH:21]=[CH:20][C:19]=2[F:26])[CH2:13][CH2:14][CH:15]\1[OH:16])=[O:7])[CH2:2][CH2:3][CH3:4]. Procedure: 150 ml of 1-butanol were added to 3.19 g (9.58 mmol) of (E)-3-carboxymethylidene-1-(α-cyclopropyl-carbonyl-2-fluorobenzyl)-4-hydroxypiperidine. Hydrogen chloride gas was blown through the resulting mixture until the solution became acidic. After standing at room temperature for 2 hours, 100 ml of benzene were added and the mixture was subjected to azeotropic dehydration for 2 hours. After completion of the reaction, the solvent was distilled off under reduced pressure. Toluene and an aqueous sol...